From a dataset of the Open Reaction Database (ORD), a public repository of structured organic reaction records. describe an organic reaction: reactants, conditions, products, and yield Reactants: solution, C(CCC)[Li] (n-butyllithium), C(C1=CC=CC=C1)OC1=C(C=CC=C1)C(C(=O)OC)=O (methyl 2-(benzyloxy)-phenylglyoxylate). The reagents and catalysts are [Br-].C(C)[P+](C1=CC=CC=C1)(C1=CC=CC=C1)C1=CC=CC=C1 (ethyltriphenylphosphonium bromide). The solvent is O1CCCC1 (tetrahydrofuran), CCCCCC (hexane), O1CCCC1 (tetrahydrofuran). Reaction conditions: time 30 minute. The product is C(C1=CC=CC=C1)OC1=C(C=CC=C1)/C(/C(=O)OC)=C\C (Methyl 2-[2-(benzyloxy)-phenyl]-crotonate). Isolated yield 57.0%. Reaction SMILES: [CH2:1]([Li])[CH2:2]CC.[CH2:6]([O:13][C:14]1[CH:19]=[CH:18][CH:17]=[CH:16][C:15]=1[C:20](=O)[C:21]([O:23][CH3:24])=[O:22])[C:7]1[CH:12]=[CH:11][CH:10]=[CH:9][CH:8]=1>CCCCCC.[Br-].C([P+](C1C=CC=CC=1)(C1C=CC=CC=1)C1C=CC=CC=1)C.O1CCCC1>[CH2:6]([O:13][C:14]1[CH:19]=[CH:18][CH:17]=[CH:16][C:15]=1/[C:20](=[CH:1]\[CH3:2])/[C:21]([O:23][CH3:24])=[O:22])[C:7]1[CH:12]=[CH:11][CH:10]=[CH:9][CH:8]=1 |f:3.4|. Procedure details: At 0° C. and under nitrogen, 32 ml (50 mmol) of a 1.6 molar solution of n-butyllithium in hexane is slowly added to 18.5 g (50 mmol) of ethyltriphenylphosphonium bromide in 100 ml of absolute tetrahydrofuran. After the mixture has been stirred for 30 minutes, 13.5 g (50 mmol) of methyl 2-(benzyloxy)-phenylglyoxylate in 25 ml of absolute tetrahydrofuran is dripped in at 0° C. The mixture is stirred for 16 hours at room temperature. After concentration, the residue is taken up in dichloromethane a... Reactants: CCCCOc1cc(C)c(OCc2ccccc2)cc1C, CO, [H][H]. The product is CCCCOc1cc(C)c(O)cc1C. As a reaction SMILES: [CH2:1]([CH2:2][CH2:3][CH3:4])[O:5][c:6]1[c:7]([CH3:21])[cH:8][c:9]([O:13][CH2:14][c:15]2[cH:16][cH:17][cH:18][cH:19][cH:20]2)[c:10]([CH3:12])[cH:11]1.[CH3:24][OH:25].[H:22][H:23]>>[CH2:1]([CH2:2][CH2:3][CH3:4])[O:5][c:6]1[c:7]([CH3:21])[cH:8][c:9]([OH:13])[c:10]([CH3:12])[cH:11]1. Starting materials: FC=1C=C(C=CC1O)C=1C(N(C(=NC1)NC1=CC=CC=C1)C)=O (5-(3-fluoro-4-hydroxyphenyl)-3-methyl-2-(phenylamino)pyrimidin-4(3H)-one), ClC1=C2C(=NC=C1)N(N=C2I)CC2=CC=C(C=C2)OC (4-chloro-3-iodo-1-(4-methoxybenzyl)-1H-pyrazolo[3,4-b]pyridine). The reagents and catalysts are CN(C)C=1C=CN=CC1 (DMAP). Run in BrC1=CC=CC=C1 (bromobenzene). Conditions: temperature 150 celsius, time 3 day. Yields the product FC=1C=C(C=CC1OC1=C2C(=NC=C1)N(N=C2I)CC2=CC=C(C=C2)OC)C=2C(N(C(=NC2)NC2=CC=CC=C2)C)=O (5-(3-fluoro-4-(3-iodo-1-(4-methoxybenzyl)-1H-pyrazolo[3,4-b]pyridin-4-yloxy)phenyl)-3-methyl-2-(phenylamino)pyrimidin-4(3H)-one). Yield: 77.1%. Reaction SMILES: [F:1][C:2]1[CH:3]=[C:4]([C:9]2[C:10](=[O:23])[N:11]([CH3:22])[C:12]([NH:15][C:16]3[CH:21]=[CH:20][CH:19]=[CH:18][CH:17]=3)=[N:13][CH:14]=2)[CH:5]=[CH:6][C:7]=1[OH:8].Cl[C:25]1[CH:30]=[CH:29][N:28]=[C:27]2[N:31]([CH2:35][C:36]3[CH:41]=[CH:40][C:39]([O:42][CH3:43])=[CH:38][CH:37]=3)[N:32]=[C:33]([I:34])[C:26]=12>CN(C1C=CN=CC=1)C.BrC1C=CC=CC=1>[F:1][C:2]1[CH:3]=[C:4]([C:9]2[C:10](=[O:23])[N:11]([CH3:22])[C:12]([NH:15][C:16]3[CH:21]=[CH:20][CH:19]=[CH:18][CH:17]=3)=[N:13][CH:14]=2)[CH:5]=[CH:6][C:7]=1[O:8][C:25]1[CH:30]=[CH:29][N:28]=[C:27]2[N:31]([CH2:35][C:36]3[CH:41]=[CH:40][C:39]([O:42][CH3:43])=[CH:38][CH:37]=3)[N:32]=[C:33]([I:34])[C:26]=12. Procedure: A mixture of 5-(3-fluoro-4-hydroxyphenyl)-3-methyl-2-(phenylamino)pyrimidin-4(3H)-one (0.009 g, 0.03 mmol, prepared in Example 45, step F), 4-chloro-3-iodo-1-(4-methoxybenzyl)-1H-pyrazolo[3,4-b]pyridine (0.010 g, 0.0250 mmol) and DMAP (0.006 g, 0.05 mmol) in bromobenzene (0.300 mL) under N2 was stirred at 150° C. for 3 days. The reaction was concentrated in vacuo to remove as much bromobenzene as possible and then purified directly by flash column chromatography, eluting with 10:1 CH2Cl2/MeOH. T... The reactants are [OH-].[Na+] (NaOH), C1(C=CC=C2C3=CC=CC=C3C=C12)=O (fluorenone). The solvent is C=1(C(=CC=CC1)C)C (xylene). The product is C12(C=CC(=C3C4=CC=CC=C4C=C13)C(=O)O)C=CC=C1C3=CC=CC=C3C=C12 (Spirobifluorene-4-carboxylic acid). RXN SMILES: [OH-:1].[Na+].[C:3]1(=[O:16])[C:15]2[C:7]([C:8]3[C:13]([CH:14]=2)=[CH:12][CH:11]=[CH:10][CH:9]=3)=[CH:6][CH:5]=[CH:4]1>C1(C)C(C)=CC=CC=1>[C:7]12([C:11]3[C:12]([C:13]4[C:9]([CH:10]=3)=[CH:9][CH:10]=[CH:11][CH:12]=4)=[CH:13][CH:14]=[CH:15]1)[C:8]1[C:14]([C:15]3[C:7]([CH:8]=1)=[CH:6][CH:5]=[CH:4][CH:3]=3)=[C:4]([C:3]([OH:1])=[O:16])[CH:5]=[CH:6]2 |f:0.1|. Procedure details: In a 2 l flask, 100 g of fluorenone were dissolved in 1000 ml of dry xylene and admixed while stirring with 200 g of dry NaOH. The mixture was subsequently refluxed for 70 hours. After cooling, the mixture was filtered with suction and the residue was admixed with about 2 l of water. The aqueous suspension was filtered with suction and the precipitate was again slurried with toluene, filtered off with suction and dried. This intermediate was dissolved using about 5 ml of glacial acetic acid per ...